From a dataset of the Open Reaction Database (ORD), a public repository of structured organic reaction records. describe an organic reaction: reactants, conditions, products, and yield Reactants: C(C1=CC=CC=C1)N1CC2OC2C1 (3-benzyl-6-oxa-3-azabicyclo[3.1.0]hexane), CNC(C)O (methylaminoethanol), O (water). Product: C(C1=CC=CC=C1)N1C[C@H]([C@@H](C1)O)N(C)CCO (trans-1-Benzyl-4-hydroxy-3-(2-hydroxyethyl-methylamino)-pyrrolidine). RXN SMILES: [CH2:1]([N:8]1[CH2:13][CH:12]2[CH:10]([O:11]2)[CH2:9]1)[C:2]1[CH:7]=[CH:6][CH:5]=[CH:4][CH:3]=1.[CH3:14][NH:15][CH:16](O)[CH3:17].[OH2:19]>>[CH2:1]([N:8]1[CH2:9][C@@H:10]([OH:11])[C@H:12]([N:15]([CH2:16][CH2:17][OH:19])[CH3:14])[CH2:13]1)[C:2]1[CH:3]=[CH:4][CH:5]=[CH:6][CH:7]=1. Procedure details: 17.5 g (0.1 mol) of 3-benzyl-6-oxa-3-azabicyclo[3.1.0]hexane are reacted with 17 g (0.1 mol) of methylaminoethanol in 200 ml of water analogously to Example D a). Reactants: ClC1=C(C=C(C(=O)O)C=C1S(N)(=O)=O)[N+](=O)[O-] (4-chloro-3-nitro-5-sulphamyl-benzoic acid), C(CCC)N (n-butylamine). The solvent is O (water). Reaction conditions: temperature 90 celsius, time 1.5 hour. The product is C(CCC)NC1=C(C=C(C(=O)O)C=C1S(N)(=O)=O)[N+](=O)[O-] (4-butylamino-3-nitro-5-sulphamyl-benzoic acid). As a reaction SMILES: Cl[C:2]1[C:10]([S:11](=[O:14])(=[O:13])[NH2:12])=[CH:9][C:5]([C:6]([OH:8])=[O:7])=[CH:4][C:3]=1[N+:15]([O-:17])=[O:16].[CH2:18]([NH2:22])[CH2:19][CH2:20][CH3:21]>O>[CH2:18]([NH:22][C:2]1[C:10]([S:11](=[O:14])(=[O:13])[NH2:12])=[CH:9][C:5]([C:6]([OH:8])=[O:7])=[CH:4][C:3]=1[N+:15]([O-:17])=[O:16])[CH2:19][CH2:20][CH3:21]. Procedure: A mixture of 4-chloro-3-nitro-5-sulphamyl-benzoic acid (8.4 g), n-butylamine (8.7 g), and water (25 ml) was stirred at 90°C for 1.5 hours. After cooling, the pH was adjusted to pH 2, and the precipitated 4-butylamino-3-nitro-5-sulphamyl-benzoic acid was collected by filtration. After several recrystallizations from aqueous methanol the melting point was 192.5°C. Yields the product [Na+], CC(=O)N1CC2CC1CN2Cc1ccc([O-])cc1. Reaction SMILES: [C:1](=[O:2])([CH3:3])[O:4][c:5]1[cH:6][cH:7][c:8]([CH2:11][N:12]2[CH:13]3[CH2:14][N:15]([C:19]([CH3:20])=[O:21])[CH:16]([CH2:17]2)[CH2:18]3)[cH:9][cH:10]1.[CH3:27][OH:28].[Cl:24][CH2:25][Cl:26].[Na+:23].[OH-:22].[OH2:29]>>[Na+:23].[O-:4][c:5]1[cH:6][cH:7][c:8]([CH2:11][N:12]2[CH:13]3[CH2:14][N:15]([C:19]([CH3:20])=[O:21])[CH:16]([CH2:17]2)[CH2:18]3)[cH:9][cH:10]1. Starting materials: CC(=O)Oc1ccc(CN2CC3CC2CN3C(C)=O)cc1, CO, ClCCl, [Na+], [OH-], O. Reactants: CCOC(=O)N1CCC(CCN)(NC(=O)OC(C)(C)C)CC1, CCOCC, CC(C)O, Cl. The product is CCOC(=O)N1CCC(N)(CCN)CC1, Cl. RXN SMILES: [CH2:1]([CH3:2])[O:3][C:4](=[O:5])[N:6]1[CH2:7][CH2:8][C:9]([NH:12][C:13]([O:14][C:15]([CH3:16])([CH3:17])[CH3:18])=[O:19])([CH2:20][CH2:21][NH2:22])[CH2:10][CH2:11]1.[CH3:24][CH2:25][O:26][CH2:27][CH3:28].[CH:29]([OH:30])([CH3:31])[CH3:32].[ClH:23]>>[CH2:1]([CH3:2])[O:3][C:4](=[O:5])[N:6]1[CH2:7][CH2:8][C:9]([NH2:12])([CH2:20][CH2:21][NH2:22])[CH2:10][CH2:11]1.[ClH:23].